Dataset: the Open Reaction Database (ORD), a public repository of structured organic reaction records. Task: describe an organic reaction: reactants, conditions, products, and yield Reactants: BrC1=CC=CC(=N1)C(O)C1=CC(=CC=C1)OC1=CC=CC=C1 (6-bromo-α-(3-phenoxyphenyl)-2-pyridinemethanol), C(C)(=O)O (acetic acid). The reagents and catalysts are [O-2].[O-2].[O-2].[Cr+6] (chromium trioxide). Run in O (water). Reaction conditions: time 1 hour. The product is BrC1=CC=CC(=N1)C(C1=CC(=CC=C1)OC1=CC=CC=C1)=O (6-bromo-2-(3-phenoxybenzoyl)-pyridine). Reaction SMILES: [Br:1][C:2]1[N:7]=[C:6]([CH:8]([C:10]2[CH:15]=[CH:14][CH:13]=[C:12]([O:16][C:17]3[CH:22]=[CH:21][CH:20]=[CH:19][CH:18]=3)[CH:11]=2)[OH:9])[CH:5]=[CH:4][CH:3]=1.C(O)(=O)C>O.[O-2].[O-2].[O-2].[Cr+6]>[Br:1][C:2]1[N:7]=[C:6]([C:8](=[O:9])[C:10]2[CH:15]=[CH:14][CH:13]=[C:12]([O:16][C:17]3[CH:18]=[CH:19][CH:20]=[CH:21][CH:22]=3)[CH:11]=2)[CH:5]=[CH:4][CH:3]=1 |f:3.4.5.6|. Procedure: A solution of 5 g chromium trioxide in 10 ml water is added to a mixture of 20 g 6-bromo-α-(3-phenoxyphenyl)-2-pyridinemethanol (see Ex. 18) and 70 ml glacial acetic acid. After stirring for 1 hr. at room temperature, the reaction mixture is dded to ice:water and extracted with chloroform. The organic layer is washed with 2.5N NaOH, then with water, dried (Na2SO4) and solvent removed. Yield: 15.4 g of the title product, m.p. 65°-6° C. (from methanol); Br 22.87 (22.56). Reactants: CS(=O)(=O)c1ccc(C(Br)c2cnoc2C2CC2)c(Cl)c1, CO, Cc1ccccc1. The product is COC(c1ccc(S(C)(=O)=O)cc1Cl)c1cnoc1C1CC1. As a reaction SMILES: [Br:1][CH:2]([c:3]1[cH:4][n:5][o:6][c:7]1[CH:8]1[CH2:9][CH2:10]1)[c:11]1[c:12]([Cl:21])[cH:13][c:14]([S:17](=[O:18])(=[O:19])[CH3:20])[cH:15][cH:16]1.[CH3:22][OH:23].[CH3:24][c:25]1[cH:26][cH:27][cH:28][cH:29][cH:30]1>>[CH:2]([c:3]1[cH:4][n:5][o:6][c:7]1[CH:8]1[CH2:9][CH2:10]1)([c:11]1[c:12]([Cl:21])[cH:13][c:14]([S:17](=[O:18])(=[O:19])[CH3:20])[cH:15][cH:16]1)[O:23][CH3:22]. Starting materials: ester, [OH-].[Na+] (NaOH), FC1=CC=CC2=C1C(=NS2)C(=O)O (4-fluorobenzo(d)isothiazole-3-carboxylic acid), NC1=CC(=C(C=C1Cl)CC(=O)OCC)F (ethyl 4-amino-5-chloro-2-fluorophenylacetate), C=1C=CC2=C(C1)N=NN2O (HOBt), CCN=C=NCCCN(C)C.Cl (EDC HCl). Reagents/catalysts: CN(C)C=1C=CN=CC1 (DMAP). Solvent: Cl (HCl), Cl (HCl), C1CCOC1 (THF), CN(C)C=O (DMF). Run at time 4 day. Product: ClC=1C(=CC(=C(C1)CC(=O)O)F)NC(=O)C1=NSC2=C1C(=CC=C2)F ((5-chloro-2-fluoro-4-((4-fluoro-3-benzo(d)isothiazolylcarbonyl)amino)phenyl)acetic acid). Isolated yield 22.5%. As a reaction SMILES: [F:1][C:2]1[C:7]2[C:8]([C:11]([OH:13])=O)=[N:9][S:10][C:6]=2[CH:5]=[CH:4][CH:3]=1.[NH2:14][C:15]1[C:20]([Cl:21])=[CH:19][C:18]([CH2:22][C:23]([O:25]CC)=[O:24])=[C:17]([F:28])[CH:16]=1.C1C=CC2N(O)N=NC=2C=1.CCN=C=NCCCN(C)C.Cl.[OH-].[Na+]>CN(C=O)C.CN(C1C=CN=CC=1)C.Cl.C1COCC1>[Cl:21][C:20]1[C:15]([NH:14][C:11]([C:8]2[C:7]3[C:2]([F:1])=[CH:3][CH:4]=[CH:5][C:6]=3[S:10][N:9]=2)=[O:13])=[CH:16][C:17]([F:28])=[C:18]([CH2:22][C:23]([OH:25])=[O:24])[CH:19]=1 |f:3.4,5.6|. Reported procedure: In DMF (10 ml) were dissolved 4-fluorobenzo(d)isothiazole-3-carboxylic acid (240 mg, 1.22 mmol), ethyl 4-amino-5-chloro-2-fluorophenylacetate (282 mg, 1.22 mmol), HOBt (313 mg, 2.32 mmol), EDC HCl (351 mg, 1.83 mmol) and DMAP (catalytic amount). The resulting solution was stirred for 4 days at room temperature. The reaction mixture was poured in 1M HCl, followed by extraction with ethyl acetate. The extract was washed with saturated brine, dried over anhydrous magnesium sulfate and distilled und... Starting materials: O (Water), C(C)C1=NN=C(O1)N (5-ethyl-1,3,4-oxadiazol-2-ylamine), N1=CC=CC=C1 (pyridine), ClC(=O)OCC(Cl)(Cl)Cl (2,2,2-trichloroethyl chloroformate). Solvent: O1CCCC1 (tetrahydrofuran). Product: C(C)C1=NN=C(O1)NC(OCC(Cl)(Cl)Cl)=O (2,2,2-Trichloroethyl (5-ethyl-1,3,4-oxadiazol-2-yl)carbamate). Isolated yield 29.9%. Reaction SMILES: [CH2:1]([C:3]1[O:7][C:6]([NH2:8])=[N:5][N:4]=1)[CH3:2].N1C=CC=CC=1.Cl[C:16]([O:18][CH2:19][C:20]([Cl:23])([Cl:22])[Cl:21])=[O:17].O>O1CCCC1>[CH2:1]([C:3]1[O:7][C:6]([NH:8][C:16](=[O:17])[O:18][CH2:19][C:20]([Cl:23])([Cl:22])[Cl:21])=[N:5][N:4]=1)[CH3:2]. Procedure details: To a solution of 5-ethyl-1,3,4-oxadiazol-2-ylamine (1.00 g, 8.84 mmol) and pyridine (2.10 ml, 26.5 mmol) in tetrahydrofuran (29 ml) was added, under ice-cooling, 2,2,2-trichloroethyl chloroformate (2.45 ml, 17.7 mmol), and the mixture was stirred at room temperature for 1.5 hour. Water was poured to the reaction mixture, and the resulting solution was extracted with ethyl acetate. The extract was washed with water and dried over anhydrous magnesium sulfate, and the solvent was distilled off unde... Starting materials: N([C@@H](CC(C)C)C(=O)NCC(=O)OCC)C(=O)OC(C)(C)C (Boc-Leu-Gly-OEt), N([C@@H]([C@@H](C)CC)C(=O)O)C(=O)OC(C)(C)C (Boc-Ile-OH). Product: N([C@@H]([C@@H](C)CC)C(=O)N[C@@H](CC(C)C)C(=O)NCC(=O)OCC)C(=O)OC(C)(C)C (Boc-Ile-Leu-Gly-OEt). The yield is 73.3%. Reaction SMILES: [NH:1](C(OC(C)(C)C)=O)[C@H:2]([C:7]([NH:9][CH2:10][C:11]([O:13][CH2:14][CH3:15])=[O:12])=[O:8])[CH2:3][CH:4]([CH3:6])[CH3:5].[NH:23]([C:32]([O:34][C:35]([CH3:38])([CH3:37])[CH3:36])=[O:33])[C@H:24]([C:29]([OH:31])=O)[C@H:25]([CH2:27][CH3:28])[CH3:26]>>[NH:23]([C:32]([O:34][C:35]([CH3:38])([CH3:37])[CH3:36])=[O:33])[C@H:24]([C:29]([NH:1][C@H:2]([C:7]([NH:9][CH2:10][C:11]([O:13][CH2:14][CH3:15])=[O:12])=[O:8])[CH2:3][CH:4]([CH3:5])[CH3:6])=[O:31])[C@H:25]([CH2:27][CH3:28])[CH3:26]. Procedure details: By using 2.00 g of Boc-Leu-Gly-OEt and 1.67 g of Boc-Ile-OH.1/2H2O and the same procedure as in Reference Example 15 was repeated to obtain 1.99 g (yield: 73.3%) of the above-mentioned objective product. The reactants are C(=O)O (formic acid), C(C1=CC=CC=C1)N1CCC(=CC1)C1=CC(=CC(=C1)CC)CC (1-benzyl-4-(3,5-diethylphenyl)-1,2,3,6-tetrahydropyridine). The reagents and catalysts are [Pd] (Pd on activated carbon). The solvent is CCO (EtOH), O (water). Run at time 6 hour. The product is CC=1C=C(C=C(C1)C)C1CCNCC1 (4-(3,5-Dimethylphenyl)piperidine). Yield: 83.3%. As a reaction SMILES: C([N:8]1[CH2:13][CH:12]=[C:11]([C:14]2[CH:19]=[C:18]([CH2:20]C)[CH:17]=[C:16]([CH2:22]C)[CH:15]=2)[CH2:10][CH2:9]1)C1C=CC=CC=1.C(O)=O>O.CCO.[Pd]>[CH3:20][C:18]1[CH:19]=[C:14]([CH:11]2[CH2:12][CH2:13][NH:8][CH2:9][CH2:10]2)[CH:15]=[C:16]([CH3:22])[CH:17]=1. Reported procedure: 1.24 g of 10% Pd on activated carbon were suspended in 15 mL of water, then a solution of 4.4 g (15.86 mmol) of 1-benzyl-4-(3,5-diethylphenyl)-1,2,3,6-tetrahydropyridine in 60 mL of EtOH was added followed by 1 mL of formic acid The resulting mixture was hydrogenated at 45 p.s.i. in a Parr apparatus for 6 h, then the catalyst was filtered off and the solvent was removed in vacuo. The resulting residue was taken up in water, basified with conc. NH4OH solution and extracted with CH2Cl2. The organi... The reactants are COC(=O)Cc1ccc(O)c(CNC(=O)OC(C)(C)C)c1, CCOC(C)=O, O=[N+]([O-])c1ccc(F)cc1, [K+], [K+], O=C([O-])[O-], O. The product is COC(=O)Cc1ccc(Oc2ccc([N+](=O)[O-])cc2)c(CNC(=O)OC(C)(C)C)c1. As a reaction SMILES: [C:1]([CH3:2])([CH3:3])([CH3:4])[O:5][C:6](=[O:7])[NH:8][CH2:9][c:10]1[cH:11][c:12]([CH2:17][C:18](=[O:19])[O:20][CH3:21])[cH:13][cH:14][c:15]1[OH:16].[CH3:38][CH2:39][O:40][C:41](=[O:42])[CH3:43].[F:28][c:29]1[cH:30][cH:31][c:32]([N+:35](=[O:36])[O-:37])[cH:33][cH:34]1.[K+:22].[K+:23].[O-:24][C:25]([O-:26])=[O:27].[OH2:44]>>[C:1]([CH3:2])([CH3:3])([CH3:4])[O:5][C:6](=[O:7])[NH:8][CH2:9][c:10]1[cH:11][c:12]([CH2:17][C:18](=[O:19])[O:20][CH3:21])[cH:13][cH:14][c:15]1[O:16][c:29]1[cH:30][cH:31][c:32]([N+:35](=[O:36])[O-:37])[cH:33][cH:34]1. The reactants are CO, [Cl-], O=[N+]([O-])c1cccc(CSc2ccc(F)cc2NS(=O)(=O)c2cc3ccccc3o2)c1, [NH4+]. The product is Nc1cccc(CSc2ccc(F)cc2NS(=O)(=O)c2cc3ccccc3o2)c1. Reaction SMILES: [CH3:34][OH:35].[Cl-:32].[F:1][c:2]1[cH:3][cH:4][c:5]([S:21][CH2:22][c:23]2[cH:24][c:25]([N+:29]([O-:30])=[O:31])[cH:26][cH:27][cH:28]2)[c:6]([NH:8][S:9](=[O:10])(=[O:11])[c:12]2[o:13][c:14]3[c:15]([cH:16]2)[cH:17][cH:18][cH:19][cH:20]3)[cH:7]1.[NH4+:33]>>[F:1][c:2]1[cH:3][cH:4][c:5]([S:21][CH2:22][c:23]2[cH:24][c:25]([NH2:29])[cH:26][cH:27][cH:28]2)[c:6]([NH:8][S:9](=[O:10])(=[O:11])[c:12]2[o:13][c:14]3[c:15]([cH:16]2)[cH:17][cH:18][cH:19][cH:20]3)[cH:7]1.